The task is: describe an organic reaction: reactants, conditions, products, and yield. This data is from the Open Reaction Database (ORD), a public repository of structured organic reaction records. Starting materials: COC(=O)c1cccc(CN2C(=O)N(c3ccccc3Br)Cc3cnc(S(=O)(=O)Cc4ccccc4)nc32)c1, Nc1ccccc1. The product is COC(=O)c1cccc(CN2C(=O)N(c3ccccc3Br)Cc3cnc(Nc4ccccc4)nc32)c1. As a reaction SMILES: [CH2:1]([S:2](=[O:3])(=[O:4])[c:11]1[n:12][cH:13][c:14]2[c:15]([n:16]1)[N:17]([CH2:29][c:30]1[cH:31][c:32]([C:33](=[O:34])[O:35][CH3:36])[cH:37][cH:38][cH:39]1)[C:18](=[O:28])[N:19]([c:21]1[c:22]([Br:27])[cH:23][cH:24][cH:25][cH:26]1)[CH2:20]2)[c:5]1[cH:6][cH:7][cH:8][cH:9][cH:10]1.[NH2:40][c:41]1[cH:42][cH:43][cH:44][cH:45][cH:46]1>>[c:11]1([NH:40][c:41]2[cH:42][cH:43][cH:44][cH:45][cH:46]2)[n:12][cH:13][c:14]2[c:15]([n:16]1)[N:17]([CH2:29][c:30]1[cH:31][c:32]([C:33](=[O:34])[O:35][CH3:36])[cH:37][cH:38][cH:39]1)[C:18](=[O:28])[N:19]([c:21]1[c:22]([Br:27])[cH:23][cH:24][cH:25][cH:26]1)[CH2:20]2. RXN SMILES: C(=O)([O-])[O-].[Na+].[Na+].[F:7][C:8]([F:19])([F:18])[C:9]1[C:14](B(O)O)=[CH:13][CH:12]=[CH:11][N:10]=1.[Cl:20][C:21]1[C:26]([C:27]2[CH:32]=[CH:31][N:30]=[C:29]([CH3:33])[CH:28]=2)=[CH:25][N:24]=[C:23]([N:34]2[CH2:39][C@H:38]([CH3:40])[O:37][C@H:36]([CH3:41])[CH2:35]2)[N:22]=1>O.COCCOC.C1C=CC(P(C2C=CC=CC=2)C2C=CC=CC=2)=CC=1.C1C=CC(P(C2C=CC=CC=2)C2C=CC=CC=2)=CC=1.Cl[Pd]Cl>[ClH:20].[CH3:40][C@H:38]1[O:37][C@@H:36]([CH3:41])[CH2:35][N:34]([C:23]2[N:24]=[C:25]([C:14]3[C:9]([C:8]([F:19])([F:18])[F:7])=[N:10][CH:11]=[CH:12][CH:13]=3)[C:26]([C:27]3[CH:32]=[CH:31][N:30]=[C:29]([CH3:33])[CH:28]=3)=[CH:21][N:22]=2)[CH2:39]1 |f:0.1.2,7.8.9,10.11|. The product is Cl.C[C@@H]1CN(C[C@@H](O1)C)C1=NC=C(C(=N1)C=1C(=NC=CC1)C(F)(F)F)C1=CC(=NC=C1)C (cis-2,6-Dimethyl-4-{5-(2-methyl-4-pyridinyl)-4-[2-(trifluoromethyl)-3-pyridinyl]-2-pyrimidinyl}morpholine hydrochloride). The solvent is O (water), COCCOC (1,2-dimethoxyethane). Starting materials: C([O-])([O-])=O.[Na+].[Na+] (Sodium carbonate), FC(C1=NC=CC=C1B(O)O)(F)F ([2-(trifluoromethyl)-3-pyridinyl]boronic acid), ClC1=NC(=NC=C1C1=CC(=NC=C1)C)N1C[C@H](O[C@H](C1)C)C (cis-4-[4-chloro-5-(2-methyl-4-pyridinyl)-2-pyrimidinyl]-2,6-dimethylmorpholine). Run at temperature 80 celsius. The yield is 20.5%. Reagents/catalysts: C1=CC=C(C=C1)P(C2=CC=CC=C2)C3=CC=CC=C3.C1=CC=C(C=C1)P(C2=CC=CC=C2)C3=CC=CC=C3.Cl[Pd]Cl (bis(triphenylphosphine) palladium(II)chloride). Procedure: Sodium carbonate (166 mg, 1.568 mmol) in water (2 ml), bis(triphenylphosphine) palladium(II)chloride (11.01 mg, 0.016 mmol) and [2-(trifluoromethyl)-3-pyridinyl]boronic acid (90 mg, 0.471 mmol) were added to a solution of cis-4-[4-chloro-5-(2-methyl-4-pyridinyl)-2-pyrimidinyl]-2,6-dimethylmorpholine (100 mg, 0.314 mmol) in 1,2-dimethoxyethane (DME) (3 ml). The reaction mixture was heated to 80° C. for 1 hour. After cooling to room temperature the reaction mixture was partitioned between ethyl ac... Yield: 100.0%. Yields the product CCc1cc(CC)cc(c1)c1c(NC2CCCCC2)n2cc(C)ccc2n1. Reactants: CCc1cc(CC)cc(C=O)c1, CC1=CN=C(C=C1)N, [C-]#[N+]C1CCCCC1. The reagents and catalysts are O=C(O)C(F)(F)F (trifluoroacetic acid). Run in CC(C)O (isopropyl alcohol), CC(C)O (isopropylalcohol). Conditions: temperature 22 celsius, time 20 hour. Reaction SMILES: CC1=CC=C(N)N=C1.[C-]#[N+]C1CCCCC1.CCC1=CC(C=O)=CC(CC)=C1>>CCC1=CC(=CC(CC)=C1)C1=C(NC2CCCCC2)N2C=C(C)C=CC2=N1. Starting materials: C([O-])([O-])=O.[Cs+].[Cs+] (Cesium carbonate), FC=1C(=CC(NC1)=O)I (5-fluoro-4-iodopyridin-2(1H)-one), BrCC[C@](C(=O)OCC)(S(=O)(=O)C)C (ethyl (2R)-4-bromo-2-methyl-2-(methylsulfonyl)butanoate). Run in C1CCOC1 (THF). Conditions: temperature 70 celsius, time 8 hour. Product: FC=1C(=CC(N(C1)CC[C@](C(=O)OCC)(S(=O)(=O)C)C)=O)I (Ethyl (2R)-4-(5-fluoro-4-iodo-2-oxopyridin-1(2H)-yl)-2-methyl-2-(methylsulfonyl)butanoate), residue. Yield: 37.0%. RXN SMILES: C(=O)([O-])[O-].[Cs+].[Cs+].[F:7][C:8]1[C:9]([I:15])=[CH:10][C:11](=[O:14])[NH:12][CH:13]=1.Br[CH2:17][CH2:18][C@@:19]([CH3:29])([S:25]([CH3:28])(=[O:27])=[O:26])[C:20]([O:22][CH2:23][CH3:24])=[O:21]>C1COCC1>[F:7][C:8]1[C:9]([I:15])=[CH:10][C:11](=[O:14])[N:12]([CH2:17][CH2:18][C@@:19]([CH3:29])([S:25]([CH3:28])(=[O:27])=[O:26])[C:20]([O:22][CH2:23][CH3:24])=[O:21])[CH:13]=1 |f:0.1.2|. Reported procedure: Cesium carbonate (1.77 g, 5.44 mmol) was added to a suspension of 5-fluoro-4-iodopyridin-2(1H)-one (1.00 g, 4.2 mmol) and ethyl (2R)-4-bromo-2-methyl-2-(methylsulfonyl)butanoate (1.56 g, 5.44 mmol) in anhydrous THF (45 mL). The reaction was heated to 70° C. and stirred at this temperature overnight. The reaction was quenched with water (100 mL) and extracted with EtOAc (2×100 mL). The combined organics were washed with brine (100 mL), dried (MgSO4), filtered, and concentrated. The crude product ... The reactants are COC(C(CCC(=O)N1[C@@H](CCC1)COC)NC(=O)OC(C)(C)C)=O (2-tert-butoxycarbonylamino-5-((S)-2-methoxymethyl-pyrrolidin-1-yl)-5-oxo-pentanoic acid methyl ester), [OH-].[Na+] (sodium hydroxide), Cl (hydrochloric acid). Run in CO (CH3OH). Conditions: time 12 hour. Product: C(C)(C)(C)OC(=O)NC(C(=O)O)CCC(=O)N1[C@@H](CCC1)COC (2-tert-butoxycarbonylamino-5-((S)-2-methoxymethyl-pyrrolidin-1-yl)-5-oxo-pentanoic acid). The yield is 78.4%. As a reaction SMILES: C[O:2][C:3](=[O:25])[CH:4]([NH:17][C:18]([O:20][C:21]([CH3:24])([CH3:23])[CH3:22])=[O:19])[CH2:5][CH2:6][C:7]([N:9]1[CH2:13][CH2:12][CH2:11][C@H:10]1[CH2:14][O:15][CH3:16])=[O:8].[OH-].[Na+].Cl>CO>[C:21]([O:20][C:18]([NH:17][CH:4]([CH2:5][CH2:6][C:7]([N:9]1[CH2:13][CH2:12][CH2:11][C@H:10]1[CH2:14][O:15][CH3:16])=[O:8])[C:3]([OH:25])=[O:2])=[O:19])([CH3:22])([CH3:24])[CH3:23] |f:1.2|. Reported procedure: To a stirred solution of 2-tert-butoxycarbonylamino-5-((S)-2-methoxymethyl-pyrrolidin-1-yl)-5-oxo-pentanoic acid methyl ester (0.72 g, 2 mmol) in CH3OH (20 mL) was added 2 N aqueous sodium hydroxide (20 mL). After stirred at room temperature for 12 h, the mixture was acidified by the addition of 6 N aqueous hydrochloric acid at 0° C. to pH=4. Most of methanol was removed under reduced pressure and the residue was partitioned between CH2Cl2 (20 mL) and H2O (20 mL). The aqueous layer was further e... Starting materials: C(#N)C=1C(=NC(=NC1)C1=CC=C(C=C1)CCCC)O (5-cyano-4-hydroxy-2-(4-n-butylphenyl)-pyrimidine), P(=O)(Cl)(Cl)Cl (phosphorus oxychloride), [OH-].[Na+] (sodium hydroxide), Cl.C(CCC)C1=CC=C(C(=N)N)C=C1 (p-n-butylbenzamidine hydrochloride), C(C)OC(C(C#N)=COCC)=O (ethoxymethylene- α -cyanoacetic acid ethyl ester), CC[O-].[Na+] (sodium ethylate). Run in C(C)O (ethanol). The product is ClC1=CC(=NC=C1C#N)C1=CC=C(C=C1)CCCC (4-chloro-5-cyano-2-(4-n-butylphenyl)-pyridine). Reaction SMILES: Cl.[CH2:2]([C:6]1[CH:14]=[CH:13][C:9]([C:10]([NH2:12])=N)=[CH:8][CH:7]=1)[CH2:3][CH2:4][CH3:5].C(OC(=O)C(=COCC)C#N)C.CC[O-].[Na+].[OH-].[Na+].C(C1C(O)=[N:37][C:38]([C:41]2[CH:46]=[CH:45]C(CCCC)=C[CH:42]=2)=NC=1)#N.P(Cl)(Cl)([Cl:54])=O>C(O)C>[Cl:54][C:46]1[C:41]([C:38]#[N:37])=[CH:42][N:12]=[C:10]([C:9]2[CH:8]=[CH:7][C:6]([CH2:2][CH2:3][CH2:4][CH3:5])=[CH:14][CH:13]=2)[CH:45]=1 |f:0.1,3.4,5.6|. Procedure details: The starting material can be obtained according to the procedure of A. R. Todd and F. Bergel, J. Chem. Soc. 1937, 365 by reaction of p-n-butylbenzamidine hydrochloride with α -ethoxymethylene- α -cyanoacetic acid ethyl ester and sodium ethylate in ethanol and then with sodium hydroxide solution. The resulting 5-cyano-4-hydroxy-2-(4-n-butylphenyl)-pyrimidine (melting point 230.3°-231.3° C) is treated with phosphorus oxychloride to give 4-chloro-5-cyano-2-(4-n-butylphenyl)-pyridine having a meltin... Reactants: COC=1C=C(C=2OC3=CC(=CC=C3C(C2)=O)OCC2CO2)C=C(C1)OC (3′,5′-Dimethoxy-7-(2,3-epoxy-propoxy)-flavone), COC=1C=C(C=2OC3=CC(=CC=C3C(C2)=O)OCC2CO2)C=C(C1)OC (3′,5′-Dimethoxy-7-(2,3-epoxy-propoxy)-flavone), C1(=CC=CC=C1)N1CCNCC1 (1-phenyl piperazine). Solvent: CO (methanol). Product: COC=1C=C(C=2OC3=CC(=CC=C3C(C2)=O)OCC(CN2CCN(CC2)C2=CC=CC=C2)O)C=C(C1)OC (3′,5′-Dimethoxy-7-[2-hydroxy-3-(4-phenylpiperazin-1-yl)-propoxy]-flavone). RXN SMILES: [CH3:1][O:2][C:3]1[CH:4]=[C:5]([CH:22]=[C:23]([O:25][CH3:26])[CH:24]=1)[C:6]1[O:7][C:8]2[C:13]([C:14](=[O:16])[CH:15]=1)=[CH:12][CH:11]=[C:10]([O:17][CH2:18][CH:19]1[O:21][CH2:20]1)[CH:9]=2.[C:27]1([N:33]2[CH2:38][CH2:37][NH:36][CH2:35][CH2:34]2)[CH:32]=[CH:31][CH:30]=[CH:29][CH:28]=1>CO>[CH3:1][O:2][C:3]1[CH:4]=[C:5]([CH:22]=[C:23]([O:25][CH3:26])[CH:24]=1)[C:6]1[O:7][C:8]2[C:13]([C:14](=[O:16])[CH:15]=1)=[CH:12][CH:11]=[C:10]([O:17][CH2:18][CH:19]([OH:21])[CH2:20][N:36]1[CH2:37][CH2:38][N:33]([C:27]3[CH:32]=[CH:31][CH:30]=[CH:29][CH:28]=3)[CH2:34][CH2:35]1)[CH:9]=2. Procedure details: 3′,5′-Dimethoxy-7-(2,3-epoxy-propoxy)-flavone, 32 (400 mg, 1.13 mmol) and 1-phenyl piperazine (0.17 mL, 1.13 mmol) in dry methanol (100 mL) were reacted in a similar manner to that described under 34 to afford 45. Yield 490 mg (84%); mp 195-196° C.; MS (FAB) 517 (M++1); IR (KBr) 3417, 1633; 1H NMR (200 MHz, DMSO-d6) δ 7.97 (d, J=8.8 Hz, 1H), 7.40 (d, J=1.9 Hz, 1H), 7.24 (d, J=1.9 Hz (d, J=7.9 Hz, 2H), 7.12 (dd, J=8.9 Hz, 1.9 Hz, 1H), 7.04 (s, 1H), 6.93 (d, J=8.2 Hz, 2H), 6.80 (d, J=7.1 Hz, 1H), ...